The task is: describe an organic reaction: reactants, conditions, products, and yield. This data is from the Open Reaction Database (ORD), a public repository of structured organic reaction records. Starting materials: [F-].C(CCC)[N+](CCCC)(CCCC)CCCC (tetrabutylammonium fluoride), BrC=1C=C(C=CC1C#C[Si](C)(C)C(C)(C)C)C1=CC=CC=C1 ((3-bromobiphenyl-4-ylethynyl)-tert-butyldimethylsilane). The solvent is C1CCOC1 (THF), C1CCOC1 (THF). Reaction conditions: time 30 minute. The product is BrC=1C=C(C=CC1C#C)C1=CC=CC=C1 (3-bromo-4-ethynylbiphenyl). RXN SMILES: [F-].C([N+](CCCC)(CCCC)CCCC)CCC.[Br:19][C:20]1[CH:21]=[C:22]([C:35]2[CH:40]=[CH:39][CH:38]=[CH:37][CH:36]=2)[CH:23]=[CH:24][C:25]=1[C:26]#[C:27][Si](C(C)(C)C)(C)C>C1COCC1>[Br:19][C:20]1[CH:21]=[C:22]([C:35]2[CH:36]=[CH:37][CH:38]=[CH:39][CH:40]=2)[CH:23]=[CH:24][C:25]=1[C:26]#[CH:27] |f:0.1|. Procedure: 1.99 mL (1.99 mmol) of a 1M tetrabutylammonium fluoride solution in THF is added batchwise at 5° C. to a solution of 495 mg (1.33 mmol) of (3-bromobiphenyl-4-ylethynyl)-tert-butyldimethylsilane in 8 mL of anhydrous THF. The reaction mixture is stirred for another 30 minutes at ambient temperature and evaporated down. The residue is combined with diethyl ether and water and the organic phase is dried over sodium sulfate. Yield: 0.34 g (99% of theory); C14H9Br (M=257.12); calc.: molecular ion peak...